Dataset: the Open Reaction Database (ORD), a public repository of structured organic reaction records. Task: describe an organic reaction: reactants, conditions, products, and yield The reactants are C(C1=CC=CC=C1)C1(C(NC2=CC=CC=C12)=O)C (3-benzyl-3-methylindol-2(3H)-one), ClCCOC1OCCCC1 (2-(2-chloroethoxy)tetrahydro-2H-pyran). The product is C(C1=CC=CC=C1)C1(C(N(C2=CC=CC=C12)CCO)=O)C (3-Benzyl-1-(2-hydrox-1-ethyl)-3-methylindol-2(3H)-one). Reaction SMILES: [CH2:1]([C:8]1([CH3:18])[C:16]2[C:11](=[CH:12][CH:13]=[CH:14][CH:15]=2)[NH:10][C:9]1=[O:17])[C:2]1[CH:7]=[CH:6][CH:5]=[CH:4][CH:3]=1.Cl[CH2:20][CH2:21][O:22]C1CCCCO1>>[CH2:1]([C:8]1([CH3:18])[C:16]2[C:11](=[CH:12][CH:13]=[CH:14][CH:15]=2)[N:10]([CH2:20][CH2:21][OH:22])[C:9]1=[O:17])[C:2]1[CH:3]=[CH:4][CH:5]=[CH:6][CH:7]=1. Procedure: Prepared from 3-benzyl-3-methylindol-2(3H)-one and 2-(2-chloroethoxy)tetrahydro-2H-pyran. The product is COc1cc(C(=O)NCCCN(C)C)ccc1Nc1ncc2c(n1)N(C(C)C)CC(F)(F)C(=O)N2C. Starting materials: CC(C)O, CC(C)N1CC(F)(F)C(=O)N(C)c2cnc(Cl)nc21, ClCCl, COc1cc(C(=O)NCCCN(C)C)ccc1N, [Na+], [Na+], O=C([O-])[O-], O, Cc1ccc(S(=O)(=O)O)cc1. As a reaction SMILES: [CH:59]([OH:60])([CH3:61])[CH3:62].[Cl:1][c:2]1[n:3][cH:4][c:5]2[c:6]([n:19]1)[N:7]([CH:16]([CH3:17])[CH3:18])[CH2:8][C:9]([F:14])([F:15])[C:10](=[O:13])[N:11]2[CH3:12].[Cl:56][CH2:57][Cl:58].[NH2:20][c:21]1[c:22]([O:36][CH3:37])[cH:23][c:24]([C:25](=[O:26])[NH:27][CH2:28][CH2:29][CH2:30][N:31]([CH3:32])[CH3:33])[cH:34][cH:35]1.[Na+:50].[Na+:51].[O-:52][C:53](=[O:54])[O-:55].[OH2:38].[c:39]1([CH3:40])[cH:41][cH:42][c:43]([S:44]([OH:45])(=[O:46])=[O:47])[cH:48][cH:49]1>>[c:2]1([NH:20][c:21]2[c:22]([O:36][CH3:37])[cH:23][c:24]([C:25](=[O:26])[NH:27][CH2:28][CH2:29][CH2:30][N:31]([CH3:32])[CH3:33])[cH:34][cH:35]2)[n:3][cH:4][c:5]2[c:6]([n:19]1)[N:7]([CH:16]([CH3:17])[CH3:18])[CH2:8][C:9]([F:14])([F:15])[C:10](=[O:13])[N:11]2[CH3:12]. Reactants: CC1(NC2=CC=CC=C2C1)C (2,2-dimethylindoline), C(C)OC=C(C(=O)OCC)C(=O)OCC (diethyl ethoxymethylenemalonate). Run at temperature 105 celsius. The product is CC1(N(C2=CC=CC=C2C1)C=C(C(=O)OCC)C(=O)OCC)C (Diethyl 2-((2,2-Dimethyl-2,3-dihydro-1H-indol-1-yl)methylene)malonate). RXN SMILES: [CH3:1][C:2]1([CH3:11])[CH2:10][C:9]2[C:4](=[CH:5][CH:6]=[CH:7][CH:8]=2)[NH:3]1.C(O[CH:15]=[C:16]([C:22]([O:24][CH2:25][CH3:26])=[O:23])[C:17]([O:19][CH2:20][CH3:21])=[O:18])C>>[CH3:1][C:2]1([CH3:11])[CH2:10][C:9]2[C:4](=[CH:5][CH:6]=[CH:7][CH:8]=2)[N:3]1[CH:15]=[C:16]([C:17]([O:19][CH2:20][CH3:21])=[O:18])[C:22]([O:24][CH2:25][CH3:26])=[O:23]. Reported procedure: A mixture of 2,2-dimethylindoline (1.47 g) and diethyl ethoxymethylenemalonate (2.0 ml) is heated to 105° C. for 17 hours to afford the title compound as a pale yellow oil. Physical characteristics: 1H NMR (CDCl3) δ7.76, 7.18, 7.12, 6.97, 6.74, 4.24, 3.16, 1.50, 1.34. Reaction conditions: time 10 minute. The reactants are FC1=CC=C(C=O)C=C1 (4-fluorobenzaldehyde), C(C)(=O)O (acetic acid), C(C)(=O)O[BH-](OC(C)=O)OC(C)=O.[Na+] (sodium triacetoxyborohydride), Cl.Cl.Cl.N[C@@H](CC(C)C)C=1N=C(SC1)NC1=CC(=C(C=C1)N1C=NC(=C1)C)OC ([4-((S)-1-Amino-3-methyl-butyl)-thiazol-2-yl]-[3-methoxy-4-(4-methyl-imidazol-1-yl)-phenyl]-amine trihydrochloride), [OH-].[Na+] (NaOH). Run in O1CCCC1 (tetrahydrofurane). Product: FC1=CC=C(CN[C@@H](CC(C)C)C=2N=C(SC2)NC2=CC(=C(C=C2)N2C=NC(=C2)C)OC)C=C1 ({4-[(S)-1-(4-Fluoro-benzylamino)-3-methyl-butyl]-thiazol-2-yl}-[3-methoxy-4-(4-methyl-imidazol-1-yl)-phenyl]-amine). Procedure details: 96 mg (0.2 mmol) [4-((S)-1-Amino-3-methyl-butyl)-thiazol-2-yl]-[3-methoxy-4-(4-methyl-imidazol-1-yl)-phenyl]-amine trihydrochloride was suspended in tetrahydrofurane (3 ml). At room temperature under nitrogen 103 mg (0.8 mmol) N,N-diisopropyl ethyl amine was added and the reaction was stirred for 10 minutes. 28 mg (0.22 mmol) 4-fluorobenzaldehyde, 24 mg (0.4 mmol) acetic acid and 127 mg (0.6 mmol) sodium triacetoxyborohydride were added and the reaction was stirred at room temperature over night... Reaction SMILES: Cl.Cl.Cl.[NH2:4][C@H:5]([C:10]1[N:11]=[C:12]([NH:15][C:16]2[CH:21]=[CH:20][C:19]([N:22]3[CH:26]=[C:25]([CH3:27])[N:24]=[CH:23]3)=[C:18]([O:28][CH3:29])[CH:17]=2)[S:13][CH:14]=1)[CH2:6][CH:7]([CH3:9])[CH3:8].[F:30][C:31]1[CH:38]=[CH:37][C:34]([CH:35]=O)=[CH:33][CH:32]=1.C(O)(=O)C.C(O[BH-](OC(=O)C)OC(=O)C)(=O)C.[Na+].[OH-].[Na+]>O1CCCC1>[F:30][C:31]1[CH:38]=[CH:37][C:34]([CH2:35][NH:4][C@H:5]([C:10]2[N:11]=[C:12]([NH:15][C:16]3[CH:21]=[CH:20][C:19]([N:22]4[CH:26]=[C:25]([CH3:27])[N:24]=[CH:23]4)=[C:18]([O:28][CH3:29])[CH:17]=3)[S:13][CH:14]=2)[CH2:6][CH:7]([CH3:8])[CH3:9])=[CH:33][CH:32]=1 |f:0.1.2.3,6.7,8.9|. Starting materials: COCc1cc2ccccc2[nH]1, Cn1c(CN2CCC(C(C)(C)O)CC2)nc2c(N3CCOCC3)nc(Cl)nc21, [H-], [Na+], CN(C)C=O, O. The product is COCc1cc2ccccc2n1-c1nc(N2CCOCC2)c2nc(CN3CCC(C(C)(C)O)CC3)n(C)c2n1. As a reaction SMILES: [CH3:1][O:2][CH2:3][c:4]1[nH:5][c:6]2[cH:7][cH:8][cH:9][cH:10][c:11]2[cH:12]1.[Cl:15][c:16]1[n:17][c:18]([N:37]2[CH2:38][CH2:39][O:40][CH2:41][CH2:42]2)[c:19]2[n:20][c:21]([CH2:26][N:27]3[CH2:28][CH2:29][CH:30]([C:33]([CH3:34])([CH3:35])[OH:36])[CH2:31][CH2:32]3)[n:22]([CH3:25])[c:23]2[n:24]1.[H-:13].[Na+:14].[O:43]=[CH:44][N:45]([CH3:46])[CH3:47].[OH2:48]>>[CH3:1][O:2][CH2:3][c:4]1[n:5](-[c:16]2[n:17][c:18]([N:37]3[CH2:38][CH2:39][O:40][CH2:41][CH2:42]3)[c:19]3[n:20][c:21]([CH2:26][N:27]4[CH2:28][CH2:29][CH:30]([C:33]([CH3:34])([CH3:35])[OH:36])[CH2:31][CH2:32]4)[n:22]([CH3:25])[c:23]3[n:24]2)[c:6]2[cH:7][cH:8][cH:9][cH:10][c:11]2[cH:12]1. Starting materials: C(C)(C)NC(NC=1C=C(C(=O)O)C=CN1)=O (2-(3-Isopropyl-ureido)-isonicotinic acid), NC=1C=C(C(=O)OCC)C=CN1 (ethyl 2-aminoisonicotinate), N1C=CC=2C(=CC=CC12)C(=O)OC (methyl indol-4-carboxylate). Product: C(C)(C)NC(=O)N1C=CC=2C(=CC=CC12)C(=O)O (1-Isopropylcarbamoyl-1H-indole-4-carboxylic acid). RXN SMILES: [CH:1]([NH:4][C:5](=[O:16])NC1C=C(C=CN=1)C(O)=O)([CH3:3])[CH3:2].NC1C=C(C=CN=1)C(OCC)=O.[NH:29]1[C:37]2[CH:36]=[CH:35][CH:34]=[C:33]([C:38]([O:40]C)=[O:39])[C:32]=2[CH:31]=[CH:30]1>>[CH:1]([NH:4][C:5]([N:29]1[C:37]2[CH:36]=[CH:35][CH:34]=[C:33]([C:38]([OH:40])=[O:39])[C:32]=2[CH:31]=[CH:30]1)=[O:16])([CH3:3])[CH3:2]. Reported procedure: This compound is prepared analogously to Intermediate Y by replacing ethyl 2-aminoisonicotinate in step 1 with methyl indol-4-carboxylate; [M+H]+ 247 Reactants: COC1=CC=C(C=C1)N=C(C#C)N1CCN(CC1)CC1=CC=C(C=C1)C (4-methoxyphenylimino-3-[4-(4-methylbenzyl)-1-piperazinyl]propyne), C(CCC)[Li] (butyllithium), solution, ClC(=NC1=CC=C(OC)C=C1)Cl (N-dichloromethylene-p-anisidine), CC1=CC=C(CN2CCNCC2)C=C1 (4-(4-methylbenzyl)piperazine), COC1=C(C=C(Br)Br)C=CC=C1 (2-methoxy-β,β-dibromostyrene). Solvent: O1CCCC1 (tetrahydrofuran), O1CCCC1 (tetrahydrofuran), CCCCCC (hexane), C(C)OCC (ethyl ether). Yields the product COC1=C(C=CC=C1)C#CC(N1CCN(CC1)CC1=CC=C(C=C1)C)=NC1=CC=C(C=C1)OC (1-(2-Methoxyphenyl)-3-(4-methoxyphenylimino)-3-[4-(4-methylbenzyl)-1-piperazinyl]propyne). Reaction SMILES: [CH3:1][O:2][C:3]1[CH:8]=[CH:7][C:6]([N:9]=[C:10]([N:13]2[CH2:18][CH2:17][N:16]([CH2:19][C:20]3[CH:25]=[CH:24][C:23]([CH3:26])=[CH:22][CH:21]=3)[CH2:15][CH2:14]2)[C:11]#[CH:12])=[CH:5][CH:4]=1.ClC(Cl)=N[C:30]1[CH:37]=[CH:36][C:33]([O:34][CH3:35])=[CH:32][CH:31]=1.CC1C=CC(CN2CCNCC2)=CC=1.C([Li])CCC.COC1C=CC=CC=1C=C(Br)Br>C(OCC)C.O1CCCC1.CCCCCC>[CH3:35][O:34][C:33]1[CH:36]=[CH:37][CH:30]=[CH:31][C:32]=1[C:12]#[C:11][C:10](=[N:9][C:6]1[CH:5]=[CH:4][C:3]([O:2][CH3:1])=[CH:8][CH:7]=1)[N:13]1[CH2:14][CH2:15][N:16]([CH2:19][C:20]2[CH:25]=[CH:24][C:23]([CH3:26])=[CH:22][CH:21]=2)[CH2:17][CH2:18]1. Reported procedure: 1-(2-Methoxyphenyl)-3-(4-methoxyphenylimino-3-[4-(4-methylbenzyl)-1-piperazinyl]propyne can be prepared by working as in Example 11 but starting with a solution of N-dichloromethylene-p-anisidine (20.6 g) in ethyl ether (200 cc) to which a solution of 4-(4-methylbenzyl)piperazine (38.4 g) in tetrahydrofuran (150 cc) is added. The solution obtained after filtration is added in the course of 30 minutes at a temperature of about -70° C. to a solution of 2-(2-methoxyphenyl)ethynyllithium obtained by...